This data is from the Open Reaction Database (ORD), a public repository of structured organic reaction records. The task is: describe an organic reaction: reactants, conditions, products, and yield The reactants are C([O-])([O-])=O.[K+].[K+] (Potassium carbonate), CN(C)C=O (DMF), C1(CCCC1)N1CCC(CC1)OC1=NC=C(C=N1)Br (2-(1-cyclopentylpiperidin-4-yloxy)-5-bromopyrimidine), N1C(C=CC=C1)=O (1H-pyridin-2-one). Reagents/catalysts: [Cu](I)I (copper iodide). Solvent: O (water). Run at temperature 150 celsius, time 3 hour. Yields the product C1(CCCC1)N1CCC(CC1)OC1=NC=C(C=N1)N1C(C=CC=C1)=O (2-(1-cyclopentylpiperidin-4-yloxy)-5-(1H-pyridin-2-on-1-yl)pyrimidine). Yield: 16.2%. Reaction SMILES: C(=O)([O-])[O-].[K+].[K+].CN(C=O)C.[CH:12]1([N:17]2[CH2:22][CH2:21][CH:20]([O:23][C:24]3[N:29]=[CH:28][C:27](Br)=[CH:26][N:25]=3)[CH2:19][CH2:18]2)[CH2:16][CH2:15][CH2:14][CH2:13]1.[NH:31]1[CH:36]=[CH:35][CH:34]=[CH:33][C:32]1=[O:37]>[Cu](I)I.O>[CH:12]1([N:17]2[CH2:22][CH2:21][CH:20]([O:23][C:24]3[N:29]=[CH:28][C:27]([N:31]4[CH:36]=[CH:35][CH:34]=[CH:33][C:32]4=[O:37])=[CH:26][N:25]=3)[CH2:19][CH2:18]2)[CH2:16][CH2:15][CH2:14][CH2:13]1 |f:0.1.2|. Reported procedure: Potassium carbonate (40 mg) and copper iodide (40 mg) were added to a DMF solution (5 ml) of 2-(1-cyclopentylpiperidin-4-yloxy)-5-bromopyrimidine (130 mg) and 1H-pyridin-2-one (19 mg), and stirred at 150° C. for 3 hours. The reaction mixture was cooled to room temperature, water was added to it and extracted with ethyl acetate. The organic layer was washed with saturated saline solution, dried with anhydrous magnesium sulfate, and concentrated under reduced pressure. The residue was purified thr...